From a dataset of the Open Reaction Database (ORD), a public repository of structured organic reaction records. describe an organic reaction: reactants, conditions, products, and yield Reactants: C(C)OC(=O)C=1N=CC=2NC3=CC=C(C=C3C2C1)NCC (6-(N-ethylamino)-beta-carboline-3-carboxylic-acid-ethylester), 1,5-diaza-[5.4.0, C1(CCCC=CCCCCC1)C1CCCCCCCCCC1 (bicycloundec-5-ene), C(C=C)Br (allyl bromide). The solvent is C(C)O (ethanol). Yields the product C(C)OC(=O)C=1N=CC=2NC3=CC=C(C=C3C2C1)N(CC)CC=C (6-(N-allyl-N-ethylamino)-beta-carboline-3-carboxylic-acid-ethylester). Reaction SMILES: [CH2:1]([O:3][C:4]([C:6]1[N:7]=[CH:8][C:9]2[NH:10][C:11]3[C:16]([C:17]=2[CH:18]=1)=[CH:15][C:14]([NH:19][CH2:20][CH3:21])=[CH:13][CH:12]=3)=[O:5])[CH3:2].[CH:22]1(C2CCCCCCCCCC2)[CH2:32]CCCCC=CCC[CH2:23]1.C(Br)C=C>C(O)C>[CH2:1]([O:3][C:4]([C:6]1[N:7]=[CH:8][C:9]2[NH:10][C:11]3[C:16]([C:17]=2[CH:18]=1)=[CH:15][C:14]([N:19]([CH2:32][CH:22]=[CH2:23])[CH2:20][CH3:21])=[CH:13][CH:12]=3)=[O:5])[CH3:2]. Procedure: 93 mg of 6-(N-ethylamino)-beta-carboline-3-carboxylic-acid-ethylester in 8 ml of absolute ethanol is heated together with 49 mg of 1,5-diaza-[5.4.0]bicycloundec-5-ene and 50 mg of allyl bromide under nitrogen for 2 h at 70° C. After evaporation, the substance is distributed in ethyl acetate and saturated sodium bicarbonate solution. The organic phase is dried, filtered and concentrated. The residue is chromatographed by means of 80 g of silica gel with methylene-chloride/ethanol (12/1) as the el...